Dataset: the Open Reaction Database (ORD), a public repository of structured organic reaction records. Task: describe an organic reaction: reactants, conditions, products, and yield The reactants are [N+](=O)([O-])C1=C(C=CC=C1)NCC1=CC=C(C=C1)C1=C(C(=O)N)C=CC=C1 (4-[(2-nitro-phenylamino)-methyl]-phenylbenzamide), C[O-].[Na+] (sodium methoxide), C(CC(O)(C(=O)O)CC(=O)O)(=O)O (citric acid). The solvent is CCO (EtOH), CN(C)C=O (DMF), O (water). Run at temperature 60 celsius. Yields the product N1=C(NC2=C1C=CC=C2)C2=CC=C(C=C2)C2=C(C(=O)N)C=CC=C2 (4-(benzimidazol-2-yl)-phenylbenzamide). RXN SMILES: [N+:1]([C:4]1[CH:9]=[CH:8][CH:7]=[CH:6][C:5]=1[NH:10][CH2:11][C:12]1[CH:17]=[CH:16][C:15]([C:18]2[CH:26]=[CH:25][CH:24]=[CH:23][C:19]=2[C:20]([NH2:22])=[O:21])=[CH:14][CH:13]=1)([O-])=O.C[O-].[Na+].C(O)(=O)CC(CC(O)=O)(C(O)=O)O>CCO.CN(C=O)C.O>[N:10]1[C:5]2[CH:6]=[CH:7][CH:8]=[CH:9][C:4]=2[NH:1][C:11]=1[C:12]1[CH:17]=[CH:16][C:15]([C:18]2[CH:26]=[CH:25][CH:24]=[CH:23][C:19]=2[C:20]([NH2:22])=[O:21])=[CH:14][CH:13]=1 |f:1.2|. Procedure details: To a solution of 4-[(2-nitro-phenylamino)-methyl]-phenylbenzamide (14) (74.9 mmol) in anhydrous EtOH and anhydrous DMF (75 mL) was slowly added sodium methoxide (30% w/w) (375 mmol) at room temperature under argon atmosphere, followed by heating to 60° C. for 2 h. After cooling to ambient termperature, the solution was diluted with water (700 mL) and then acidified with saturated citric acid. The resulting precipitate was collected on a sintered funnel while rinsing with water. The crude product... Starting materials: CC(=O)N1CCC(=O)CC1, CCCC[SnH](CCCC)CCCC, C1CCOC1, [Li]CCCC, CC(C)NC(C)C. Product: CCCC[Sn](CCCC)(CCCC)C1(O)CCN(C(C)=O)CC1. Reaction SMILES: [C:26]([CH3:27])(=[O:28])[N:29]1[CH2:30][CH2:31][C:32](=[O:35])[CH2:33][CH2:34]1.[CH2:13]([CH2:14][CH2:15][CH3:16])[SnH:17]([CH2:18][CH2:19][CH2:20][CH3:21])[CH2:22][CH2:23][CH2:24][CH3:25].[CH2:36]1[O:37][CH2:38][CH2:39][CH2:40]1.[CH2:8]([Li:9])[CH2:10][CH2:11][CH3:12].[CH:1]([NH:2][CH:3]([CH3:4])[CH3:5])([CH3:6])[CH3:7]>>[CH2:13]([CH2:14][CH2:15][CH3:16])[Sn:17]([CH2:18][CH2:19][CH2:20][CH3:21])([CH2:22][CH2:23][CH2:24][CH3:25])[C:32]1([OH:35])[CH2:31][CH2:30][N:29]([C:26]([CH3:27])=[O:28])[CH2:34][CH2:33]1.